This data is from the Open Reaction Database (ORD), a public repository of structured organic reaction records. The task is: describe an organic reaction: reactants, conditions, products, and yield Yields the product ClC1=NC=C(C(=N1)NC1=CC(=C(C=C1)OC)C(=O)NC)F (2-chloro-5-fluoro-N4-(3-methylaminocarbonyl-4-methoxyphenyl)-4-pyrimidineamine). Procedure: In like manner to the preparation of 2-chloro-5-fluoro-N4-(3-methyloxycarbonyl-4-methoxyphenyl)-4-pyrimidineamine, 2,4-dichloro-5-fluoropyrimidine and 3-methylaminocarbonyl-4-methoxyaniline were reacted to produce 2-chloro-5-fluoro-N4-(3-methylaminocarbonyl-4-methoxyphenyl)-4-pyrimidineamine R940305. 1H NMR (DMSO-d6): δ 9.91 (1H, s), 8.31 (1H, d, J=3.6 Hz), 8.11 (1H, d, J=2.7 Hz), 7.78 (1H, dd, J=9 Hz, J=2.7 Hz), 7.59 (1H, m), 6.87 (1H, d, J=9 Hz), 3.90 (3H, s), 2.96 (3H, d, J=4.5 Hz); purity 93... Reaction SMILES: [Cl:1][C:2]1[N:7]=[C:6](Cl)[C:5]([F:9])=[CH:4][N:3]=1.[CH3:10][NH:11][C:12]([C:14]1[CH:15]=[C:16]([CH:18]=[CH:19][C:20]=1[O:21][CH3:22])[NH2:17])=[O:13]>>[Cl:1][C:2]1[N:7]=[C:6]([NH:17][C:16]2[CH:18]=[CH:19][C:20]([O:21][CH3:22])=[C:14]([C:12]([NH:11][CH3:10])=[O:13])[CH:15]=2)[C:5]([F:9])=[CH:4][N:3]=1. Reactants: ClC1=NC=C(C(=N1)Cl)F (2,4-dichloro-5-fluoropyrimidine), CNC(=O)C=1C=C(N)C=CC1OC (3-methylaminocarbonyl-4-methoxyaniline). The reactants are [OH-].[Na+] (sodium hydroxide), C(C)C1=C(C=CC=C1B1OC(C(O1)(C)C)(C)C)C1CCN(CC1)CCC(=O)OCC (ethyl 3-{4-[2-ethyl-3-(4,4,5,5-tetramethyl-1,3,2-dioxaborolan-2-yl)phenyl]-1-piperidinyl}propanoate), BrC1=NSC(=N1)C1=CC(=C(C=C1)OC(C)C)Cl (3-bromo-5-{3-chloro-4-[(1-methylethyl)oxy]phenyl}-1,2,4-thiadiazole), P(=O)([O-])([O-])[O-].[K+].[K+].[K+] (tripotassium phosphate). The reagents and catalysts are C=1C=CC(=CC1)[P](C=2C=CC=CC2)(C=3C=CC=CC3)[Pd]([P](C=4C=CC=CC4)(C=5C=CC=CC5)C=6C=CC=CC6)([P](C=7C=CC=CC7)(C=8C=CC=CC8)C=9C=CC=CC9)[P](C=1C=CC=CC1)(C=1C=CC=CC1)C=1C=CC=CC1 (Pd(Ph3P)4). The solvent is O (water), C(C)(C)O (Isopropanol), CC(=O)O (AcOH). Run at temperature 50 celsius, time 2 hour. Product: ClC=1C=C(C=CC1OC(C)C)C1=NC(=NS1)C=1C(=C(C=CC1)C1CCN(CC1)CCC(=O)O)CC (3-{4-[3-(5-{3-chloro-4-[(1-methylethyl)oxy]phenyl}-1,2,4-thiadiazol-3-yl)-2-ethylphenyl]-1-piperidinyl}propanoic acid). Isolated yield 16.2%. Reaction SMILES: [CH2:1]([C:3]1[C:8](B2OC(C)(C)C(C)(C)O2)=[CH:7][CH:6]=[CH:5][C:4]=1[CH:18]1[CH2:23][CH2:22][N:21]([CH2:24][CH2:25][C:26]([O:28]CC)=[O:27])[CH2:20][CH2:19]1)[CH3:2].Br[C:32]1[N:36]=[C:35]([C:37]2[CH:42]=[CH:41][C:40]([O:43][CH:44]([CH3:46])[CH3:45])=[C:39]([Cl:47])[CH:38]=2)[S:34][N:33]=1.P([O-])([O-])([O-])=O.[K+].[K+].[K+].[OH-].[Na+]>C1C=CC([P]([Pd]([P](C2C=CC=CC=2)(C2C=CC=CC=2)C2C=CC=CC=2)([P](C2C=CC=CC=2)(C2C=CC=CC=2)C2C=CC=CC=2)[P](C2C=CC=CC=2)(C2C=CC=CC=2)C2C=CC=CC=2)(C2C=CC=CC=2)C2C=CC=CC=2)=CC=1.CC(O)=O.O.C(O)(C)C>[Cl:47][C:39]1[CH:38]=[C:37]([C:35]2[S:34][N:33]=[C:32]([C:8]3[C:3]([CH2:1][CH3:2])=[C:4]([CH:18]4[CH2:19][CH2:20][N:21]([CH2:24][CH2:25][C:26]([OH:28])=[O:27])[CH2:22][CH2:23]4)[CH:5]=[CH:6][CH:7]=3)[N:36]=2)[CH:42]=[CH:41][C:40]=1[O:43][CH:44]([CH3:45])[CH3:46] |f:2.3.4.5,6.7,^1:61,63,82,101|. Procedure: To a solution of ethyl 3-{4-[2-ethyl-3-(4,4,5,5-tetramethyl-1,3,2-dioxaborolan-2-yl)phenyl]-1-piperidinyl}propanoate (D123) (200 mg, 0.481 mmol), 3-bromo-5-{3-chloro-4-[(1-methylethyl)oxy]phenyl}-1,2,4-thiadiazole (D43) (161 mg, 0.481 mmol) and Pd(Ph3P)4 (55.6 mg, 0.048 mmol) was added tripotassium phosphate (307 mg, 1.444 mmol) under nitrogen. The solution was sealed for Biotage microwave irradiation at 120° C. for 20 min. To the resulted solution, Isopropanol (10 mL) and water (2 mL) and then ... The reactants are C1(CCCCCCCCCCC1)CCCC(=O)C=1C(SCC1O)=O (3-(4-cyclododecyl-1-oxobutyl)-4-hydroxy-2-(5H)thiophenone), OCC(N)(CO)CO (trishydroxymethyl aminomethane), [K+].[Br-] (KBr). Solvent: O (water), C(C)O (ethanol). Run at temperature 70 celsius, time 0.5 hour. Yields the product NC(CO)(CO)CO.C1(CCCCCCCCCCC1)CCCC(=O)C=1C(SCC1O)=O (3-(4-cyclododecyl-1-oxobutyl)-4-hydroxy-2(5H)-thiophenone compound with 2-amino-2-(hydroxymethyl)-1,3-propanediol). RXN SMILES: [CH:1]1([CH2:13][CH2:14][CH2:15][C:16]([C:18]2[C:19](=[O:24])[S:20][CH2:21][C:22]=2[OH:23])=[O:17])[CH2:12][CH2:11][CH2:10][CH2:9][CH2:8][CH2:7][CH2:6][CH2:5][CH2:4][CH2:3][CH2:2]1.[OH:25][CH2:26][C:27]([CH2:31][OH:32])([CH2:29][OH:30])[NH2:28].[K+].[Br-]>C(O)C.O>[NH2:28][C:27]([CH2:31][OH:32])([CH2:29][OH:30])[CH2:26][OH:25].[CH:1]1([CH2:13][CH2:14][CH2:15][C:16]([C:18]2[C:19](=[O:24])[S:20][CH2:21][C:22]=2[OH:23])=[O:17])[CH2:12][CH2:11][CH2:10][CH2:9][CH2:8][CH2:7][CH2:6][CH2:5][CH2:4][CH2:3][CH2:2]1 |f:2.3,6.7|. Procedure details: To 0.8 g (2.3 mmol) of 3-(4-cyclododecyl-1-oxobutyl)-4-hydroxy-2-(5H)thiophenone in 20 mL of ethanol at 70° C. is added 0.26 g (2.2 mmol) of trishydroxymethyl aminomethane dissolved in 5 mL of water. The reaction mixture is stirred at 70° C. for 0.5 hours and then the solvents are evaporated. The residue is recrystallized from tetrahydrofuran/ether (2:1) to give 0.66 g of an off white solid: m.p. 141°-144° C.; IR (KBr) 3420, 2920, 2830, 1580 cm-1 ; NMR (DMSO-d6) δ1.11.-1.4 (m, 10H), 2.55 (t, J=7...